From a dataset of the Open Reaction Database (ORD), a public repository of structured organic reaction records. describe an organic reaction: reactants, conditions, products, and yield The reactants are CCO, Cc1cc2cc([N+](=O)[O-])ccc2n1CCN(C)C. Product: Cc1cc2cc(N)ccc2n1CCN(C)C. RXN SMILES: [CH3:19][CH2:20][OH:21].[CH3:1][N:2]([CH2:3][CH2:4][n:5]1[c:6]([CH3:17])[cH:7][c:8]2[cH:9][c:10]([N+:14]([O-:15])=[O:16])[cH:11][cH:12][c:13]12)[CH3:18]>>[CH3:1][N:2]([CH2:3][CH2:4][n:5]1[c:6]([CH3:17])[cH:7][c:8]2[cH:9][c:10]([NH2:14])[cH:11][cH:12][c:13]12)[CH3:18].